Dataset: the Open Reaction Database (ORD), a public repository of structured organic reaction records. Task: describe an organic reaction: reactants, conditions, products, and yield The reactants are COc1cccnc1Br, CCNCC, C1CCOC1, [Cu]I, C#CCOCCCCCCN(Cc1ccccc1)CC(O)c1cc(Cl)c(N)c(Cl)c1. Yields the product COc1cccnc1C#CCOCCCCCCN(Cc1ccccc1)CC(O)c1cc(Cl)c(N)c(Cl)c1. Reaction SMILES: [Br:1][c:2]1[n:3][cH:4][cH:5][cH:6][c:7]1[O:8][CH3:9].[CH2:40]([NH:41][CH2:42][CH3:43])[CH3:44].[CH2:45]1[O:46][CH2:47][CH2:48][CH2:49]1.[Cu:50][I:51].[NH2:10][c:11]1[c:12]([Cl:39])[cH:13][c:14]([CH:18]([OH:19])[CH2:20][N:21]([CH2:22][CH2:23][CH2:24][CH2:25][CH2:26][CH2:27][O:28][CH2:29][C:30]#[CH:31])[CH2:32][c:33]2[cH:34][cH:35][cH:36][cH:37][cH:38]2)[cH:15][c:16]1[Cl:17]>>[c:2]1([C:31]#[C:30][CH2:29][O:28][CH2:27][CH2:26][CH2:25][CH2:24][CH2:23][CH2:22][N:21]([CH2:20][CH:18]([c:14]2[cH:13][c:12]([Cl:39])[c:11]([NH2:10])[c:16]([Cl:17])[cH:15]2)[OH:19])[CH2:32][c:33]2[cH:34][cH:35][cH:36][cH:37][cH:38]2)[n:3][cH:4][cH:5][cH:6][c:7]1[O:8][CH3:9]. Reactants: CI, CC(C)=O, ClCCl, O=Cc1c(O)c(F)cc2c1ccn2S(=O)(=O)c1ccccc1, [K+], [K+], O=C([O-])[O-]. Yields the product COc1c(F)cc2c(ccn2S(=O)(=O)c2ccccc2)c1C=O. As a reaction SMILES: [CH3:29][I:30].[CH3:31][C:32](=[O:33])[CH3:34].[Cl:35][CH2:36][Cl:37].[F:1][c:2]1[c:3]([OH:22])[c:4]([CH:20]=[O:21])[c:5]2[cH:6][cH:7][n:8]([S:11](=[O:12])(=[O:13])[c:14]3[cH:15][cH:16][cH:17][cH:18][cH:19]3)[c:9]2[cH:10]1.[K+:23].[K+:24].[O-:25][C:26]([O-:27])=[O:28]>>[F:1][c:2]1[c:3]([O:22][CH3:26])[c:4]([CH:20]=[O:21])[c:5]2[cH:6][cH:7][n:8]([S:11](=[O:12])(=[O:13])[c:14]3[cH:15][cH:16][cH:17][cH:18][cH:19]3)[c:9]2[cH:10]1.